This data is from the Open Reaction Database (ORD), a public repository of structured organic reaction records. The task is: describe an organic reaction: reactants, conditions, products, and yield Starting materials: C(C)(C)(C)C=1C=C2C=NN(C(C2=C(C1)F)=O)C=1C(=C(C=CC1)N1C=C(C2=CC=CC=C12)C(=O)N)C=O (1-(3-(6-tert-butyl-8-fluoro-1-oxophthalazin-2(1H)-yl)-2-formylphenyl)-1H-indole-3-carboxamide), [BH4-].[Na+] (sodium borohydride). Run in CO.ClCCl (methanol dichloromethane), ClCCl (dichloromethane), O (water), O (water). Conditions: time 10 minute. The product is C(C)(C)(C)C=1C=C2C=NN(C(C2=C(C1)F)=O)C=1C(=C(C=CC1)N1C=C(C2=CC=CC=C12)C(=O)N)CO (1-(3-(6-tert-butyl-8-fluoro-1-oxophthalazin-2(1H)-yl)-2-(hydroxymethyl)phenyl)-1H-indole-3-carboxamide). Isolated yield 69.4%. Reaction SMILES: [C:1]([C:5]1[CH:6]=[C:7]2[C:12](=[C:13]([F:15])[CH:14]=1)[C:11](=[O:16])[N:10]([C:17]1[C:18]([CH:35]=[O:36])=[C:19]([N:23]3[C:31]4[C:26](=[CH:27][CH:28]=[CH:29][CH:30]=4)[C:25]([C:32]([NH2:34])=[O:33])=[CH:24]3)[CH:20]=[CH:21][CH:22]=1)[N:9]=[CH:8]2)([CH3:4])([CH3:3])[CH3:2].[BH4-].[Na+]>CO.ClCCl.O.ClCCl>[C:1]([C:5]1[CH:6]=[C:7]2[C:12](=[C:13]([F:15])[CH:14]=1)[C:11](=[O:16])[N:10]([C:17]1[C:18]([CH2:35][OH:36])=[C:19]([N:23]3[C:31]4[C:26](=[CH:27][CH:28]=[CH:29][CH:30]=4)[C:25]([C:32]([NH2:34])=[O:33])=[CH:24]3)[CH:20]=[CH:21][CH:22]=1)[N:9]=[CH:8]2)([CH3:4])([CH3:2])[CH3:3] |f:1.2,3.4|. Procedure: To a cooled (ice bath) flask containing 1-(3-(6-tert-butyl-8-fluoro-1-oxophthalazin-2(1H)-yl)-2-formylphenyl)-1H-indole-3-carboxamide (51 mg, 0.11 mmol) dissolved in methanol/dichloromethane (1.35 ml, 2.9:1) was added a solution of sodium borohydride (20 mg, 0.53 mmol) in water (0.35 ml), via slow drop-wise addition. The mixture was stirred for 10 minutes and then taken up in dichloromethane (20 ml) and water (20 ml). The contents were poured into a separatory funnel and agitated. The organic ph...